From a dataset of the Open Reaction Database (ORD), a public repository of structured organic reaction records. describe an organic reaction: reactants, conditions, products, and yield Reactants: CO (methanol), S(=O)(Cl)Cl (thionyl chloride), N[C@H](CC(=O)O)C(=O)O (D-aspartic acid). The solvent is C(C)OCC (ethyl ether). Conditions: time 50 minute. Product: Cl.CC([C@@H](N)C(=O)O)C(=O)O (β-Methyl-D-aspartate hydrochloride). Isolated yield 62.0%. As a reaction SMILES: [CH3:1]O.S(Cl)([Cl:5])=O.[NH2:7][C@@H:8]([C:13]([OH:15])=[O:14])[CH2:9][C:10]([OH:12])=[O:11]>C(OCC)C>[ClH:5].[CH3:1][CH:9]([C:10]([OH:12])=[O:11])[C@H:8]([C:13]([OH:15])=[O:14])[NH2:7] |f:4.5|. Procedure details: Cool methanol (525 mL) to -20° C. and place under an atmosphere of nitrogen. Add, by dropwise addition, thionyl chloride (80 mL). Add D-aspartic acid (100 g, 0.75 mol) in one portion and allow the reaction to warm to room temperature over approximately 1 hour. Stir for 50 minutes at room temperature and pour into anhydrous ethyl ether (1.5 L). Filter the resulting solid, dissolve partly in warm ethanol (500 mL) and filter again. Add the filtrated to ethyl ether (1.5 L) and filter the resulting s... Starting materials: C(CCCCCCCCCCCCCCC)OC[C@@H](CO)O (3-O-hexadecyl-sn-glycerol), C1=CC=C(C=C1)P(C2=CC=CC=C2)C3=CC=CC=C3 (Ph3P), N(=NC(=O)OC(C)C)C(=O)OC(C)C (diisopropyl azodicarboxylate), [Si](C)(C)(C)N=[N+]=[N-] (Me3SiN3), C(CCCCCCCCCCCCCCC)OC[C@@H](CO)O (3-O-hexadecyl-sn-glycerol). Run in C(Cl)Cl (CH2Cl2), C(Cl)Cl (CH2Cl2). Conditions: time 3 hour. Yields the product 2.60, N(=[N+]=[N-])[C@@H](CO)COCCCCCCCCCCCCCCCC (2(S)-Azido-3-O-hexadecyl-1,3-propanediol). Isolated yield 76.0%. Reaction SMILES: [CH2:1]([O:17][CH2:18][C@H:19](O)[CH2:20][OH:21])[CH2:2][CH2:3][CH2:4][CH2:5][CH2:6][CH2:7][CH2:8][CH2:9][CH2:10][CH2:11][CH2:12][CH2:13][CH2:14][CH2:15][CH3:16].C1C=CC(P(C2C=CC=CC=2)C2C=CC=CC=2)=CC=1.N(C(OC(C)C)=O)=NC(OC(C)C)=O.[Si]([N:60]=[N+:61]=[N-:62])(C)(C)C>C(Cl)Cl>[N:60]([C@H:19]([CH2:18][O:17][CH2:1][CH2:2][CH2:3][CH2:4][CH2:5][CH2:6][CH2:7][CH2:8][CH2:9][CH2:10][CH2:11][CH2:12][CH2:13][CH2:14][CH2:15][CH3:16])[CH2:20][OH:21])=[N+:61]=[N-:62]. Procedure: To a solution of 3.17 g (10.0 mmol) of 3-O-hexadecyl-sn-glycerol (2) and 3.42 g (13.0 mmol) of Ph3P in 180 mL of CH2Cl2 was added 3.2 mL (15 mmol) of diisopropyl azodicarboxylate (DIAD) at 0° C. After the mixture was stirred for 3 h under nitrogen, Me3SiN3 was added. The mixture was stirred at the same temperature for 3 h, and then at room temperature until glycerol 2 had reacted completely. The reaction mixture was concentrated to give a yellow residue, which was dissolved in a minimum volume o...